This data is from the Open Reaction Database (ORD), a public repository of structured organic reaction records. The task is: describe an organic reaction: reactants, conditions, products, and yield Reactants: [H-].[Al+3].[Li+].[H-].[H-].[H-] (lithiumaluminum hydride), C(CC)(=O)O (propionic acid), O1CCCC1 (tetrahydrofuran). Solvent: C(C)OCC (diethyl ether). The product is C1=CC=CC2=C1CCC1=C(C=C2CCCO)C=CC=C1 (3-(11,12-dihydro-dibenz[a,e]cycloocten-5-yl)-1-propanol). Isolated yield 100.0%. RXN SMILES: [H-].[Al+3].[Li+].[H-].[H-].[H-].[C:7]([OH:11])(=O)[CH2:8][CH3:9].O1[CH2:16][CH2:15][CH2:14][CH2:13]1>C(OCC)C>[CH:13]1[C:15]2[CH2:16][CH2:13][C:14]3[CH:16]=[CH:15][CH:14]=[CH:13][C:15]=3[CH:16]=[C:13]([CH2:9][CH2:8][CH2:7][OH:11])[C:14]=2[CH:16]=[CH:15][CH:14]=1 |f:0.1.2.3.4.5|. Procedure: To a solution of lithiumaluminum hydride (0.7 g, 18 mmol) in dry tetrahydrofuran (30 ml) the above propionic acid (2.6 g, 9.3 mmol) in dry diethyl ether (30 ml) was added. The reaction mixture was stirred at reflux temperature for 1.5 hour. The reaction was cooled on a ice bath and quenched by addition of water (0.7 ml), and 20% sodium hydroxide (0.7 ml), successively. The resulting mixture was filtered and the filtercake was washed with diethyl ether (2×100 ml). The phases were separated and th... The reactants are ClC1=CC(=C(N=N1)NC)C1=C(C=C(C=C1)F)OC ([6-chloro-4-(4-fluoro-2-methoxy-phenyl)-pyridazin-3-yl]-methyl-amine), CS(=O)(=O)C=1C=C(C(=O)O)C=C(C1)C(F)(F)F (3-methanesulfonyl-5-trifluoromethyl-benzoic acid), F[B-](F)(F)F.BrC1=[N+](C=CC=C1)CC (2-bromo-1-ethylpyridinium tetrafluoroborate), C(C)N(C(C)C)C(C)C (N-ethyldiisopropyl-amine), C([O-])(O)=O (bicarbonate). Solvent: ClCCl (dichloromethane), ClCCl (dichloromethane). Conditions: time 72 hour. Yields the product ClC1=CC(=C(N=N1)N(C(C1=CC(=CC(=C1)C(F)(F)F)S(=O)(=O)C)=O)C)C1=C(C=C(C=C1)F)OC (N-[6-Chloro-4-(4-fluoro-2-methoxy-phenyl)-pyridazin-3-yl]-3-methanesulfonyl-N-methyl-5-trifluoromethyl-benzamide). RXN SMILES: [Cl:1][C:2]1[N:7]=[N:6][C:5]([NH:8][CH3:9])=[C:4]([C:10]2[CH:15]=[CH:14][C:13]([F:16])=[CH:12][C:11]=2[O:17][CH3:18])[CH:3]=1.[CH3:19][S:20]([C:23]1[CH:24]=[C:25]([CH:29]=[C:30]([C:32]([F:35])([F:34])[F:33])[CH:31]=1)[C:26]([OH:28])=O)(=[O:22])=[O:21].F[B-](F)(F)F.BrC1C=CC=C[N+]=1CC.C(N(C(C)C)C(C)C)C.C(=O)(O)[O-]>ClCCl>[Cl:1][C:2]1[N:7]=[N:6][C:5]([N:8]([CH3:9])[C:26](=[O:28])[C:25]2[CH:29]=[C:30]([C:32]([F:35])([F:34])[F:33])[CH:31]=[C:23]([S:20]([CH3:19])(=[O:21])=[O:22])[CH:24]=2)=[C:4]([C:10]2[CH:15]=[CH:14][C:13]([F:16])=[CH:12][C:11]=2[O:17][CH3:18])[CH:3]=1 |f:2.3|. Procedure details: To a solution of [6-chloro-4-(4-fluoro-2-methoxy-phenyl)-pyridazin-3-yl]-methyl-amine (95 mg, 355 μmol) in dichloromethane (5 mL) was added 3-methanesulfonyl-5-trifluoromethyl-benzoic acid (95.2 mg, 355 mmol) and 2-bromo-1-ethylpyridinium tetrafluoroborate (117 mg, 426 μmol, CAS RN 878-23-9) and N-ethyldiisopropyl-amine (91.7 mg, 124 μL, 710 μmol). The reaction mixture was stirred at room temperature for 72 hours and then poured on 30 mL 10% aqueous bicarbonate solution and 30 mL dichloromethane... Reactants: C(C)OC(=O)C1(CCN(CC1)C=1N=NC(=C(C1C)C)CC1=CC=CC=C1)C (1-(6-benzyl-4,5-dimethyl-pyridazin-3-yl)-4-methyl-piperidine-4-carboxylic acid ethyl ester), [OH-].[Na+] (sodium hydroxide). The solvent is CCO (EtOH), O (H2O). Run at temperature 25 celsius, time 2 hour. Product: C(C1=CC=CC=C1)C1=C(C(=C(N=N1)N1CCC(CC1)(C(=O)O)C)C)C (1-(6-benzyl-4,5-dimethyl-pyridazin-3-yl)-4-methyl-piperidine-4-carboxylic acid). Yield: 90.2%. RXN SMILES: C([O:3][C:4]([C:6]1([CH3:27])[CH2:11][CH2:10][N:9]([C:12]2[N:13]=[N:14][C:15]([CH2:20][C:21]3[CH:26]=[CH:25][CH:24]=[CH:23][CH:22]=3)=[C:16]([CH3:19])[C:17]=2[CH3:18])[CH2:8][CH2:7]1)=[O:5])C.[OH-].[Na+]>CCO.O>[CH2:20]([C:15]1[N:14]=[N:13][C:12]([N:9]2[CH2:10][CH2:11][C:6]([CH3:27])([C:4]([OH:5])=[O:3])[CH2:7][CH2:8]2)=[C:17]([CH3:18])[C:16]=1[CH3:19])[C:21]1[CH:26]=[CH:25][CH:24]=[CH:23][CH:22]=1 |f:1.2|. Procedure: To a solution of 1-(6-benzyl-4,5-dimethyl-pyridazin-3-yl)-4-methyl-piperidine-4-carboxylic acid ethyl ester (0.60 g, 1.6 mmol) in EtOH (5 mL) is added sodium hydroxide (0.5 g, 13.2 mmol) in H2O (5 mL). After being stirred at 25° C. for two hr, the mixture is concentrated, and extracted with CH2Cl2 (2×10 mL) to remove impurities. The aqueous layer is acidified by 1N HCl to pH ˜5, and extracted with CH2Cl2 (6×20 mL). The combined organic solution is dried over Na2SO4, filtered and concentrated to ... Reaction SMILES: [N:1]1([CH2:6][CH:7]2[C:16]3[C:11](=[C:12]([O:19][CH3:20])[C:13]([O:17][CH3:18])=[CH:14][CH:15]=3)[CH2:10][CH2:9][NH:8]2)[CH2:5][CH2:4][CH2:3][CH2:2]1.[Cl:21][C:22]1[CH:23]=[C:24]([CH2:29][C:30](Cl)=[O:31])[CH:25]=[CH:26][C:27]=1[Cl:28]>C(Cl)(Cl)Cl>[ClH:21].[N:1]1([CH2:6][C:7]2([C:30](=[O:31])[CH2:29][C:24]3[CH:25]=[CH:26][C:27]([Cl:28])=[C:22]([Cl:21])[CH:23]=3)[C:16]3[C:11](=[C:12]([O:19][CH3:20])[C:13]([O:17][CH3:18])=[CH:14][CH:15]=3)[CH2:10][CH2:9][NH:8]2)[CH2:5][CH2:4][CH2:3][CH2:2]1 |f:3.4|. Reactants: N1(CCCC1)CC1NCCC2=C(C(=CC=C12)OC)OC (1-(pyrrolidin-1-yl)methyl-5,6-dimethoxy-1,2,3,4-tetrahydroisoquinoline), ClC=1C=C(C=CC1Cl)CC(=O)Cl (3,4-dichlorophenyl acetyl chloride). The yield is 105.7%. Procedure details: Prepared as Ex. No. 33, from 1.3 g (4.71 mmoles) of 1-(pyrrolidin-1-yl)methyl-5,6-dimethoxy-1,2,3,4-tetrahydroisoquinoline and 1.1 g (4.92 mmoles) of 3,4-dichlorophenyl acetyl chloride in 40 ml of dry chloroform. The crude product was crystallized from 40 ml of ethyl acetate, to yield 1.3 g of the title compound. Product: Cl.N1(CCCC1)CC1(NCCC2=C(C(=CC=C12)OC)OC)C(CC1=CC(=C(C=C1)Cl)Cl)=O (1-(pyrrolidin-1-yl)methyl-2-(3,4-dichlorophenyl)acetyl-5,6-dimethoxy-1,2,3,4-tetrahydroisoquinoline hydrochloride). The solvent is C(Cl)(Cl)Cl (chloroform). Reactants: O=C1N(C(C2=CC=CC=C12)=O)CCN1C(C(=C(C2=NC=C(C=C12)CC1=CC=C(C=C1)F)O)C(=O)OCC)=O (ethyl 1-[2-(1,3-dioxo-1,3-dihydro-2H-isoindol-2-yl)ethyl]-7-[(4-fluorophenyl)methyl]-4-hydroxy-2-oxo-1,2-dihydro-1,5-naphthyridine-3-carboxylate), NCCCN1C(CCC1)=O (1-(3-aminopropyl)-2-pyrrolidinone), OS(=O)(=O)[O-].[Na+] (NaHSO4), amine. The solvent is CCO (EtOH). The product is O=C1N(C(C2=CC=CC=C12)=O)CCN1C(C(=C(C2=NC=C(C=C12)CC1=CC=C(C=C1)F)O)C(=O)NCCCN1C(CCC1)=O)=O (1-[2-(1,3-dioxo-1,3-dihydro-2H-isoindol-2-yl)ethyl]-7-[(4-fluorophenyl)methyl]-4-hydroxy-2-oxo-N-[3-(2-oxo-1-pyrrolidinyl)propyl]-1,2-dihydro-1,5-naphthyridine-3-carboxamide). RXN SMILES: [O:1]=[C:2]1[C:10]2[C:5](=[CH:6][CH:7]=[CH:8][CH:9]=2)[C:4](=[O:11])[N:3]1[CH2:12][CH2:13][N:14]1[C:23]2[C:18](=[N:19][CH:20]=[C:21]([CH2:24][C:25]3[CH:30]=[CH:29][C:28]([F:31])=[CH:27][CH:26]=3)[CH:22]=2)[C:17]([OH:32])=[C:16]([C:33](OCC)=[O:34])[C:15]1=[O:38].[NH2:39][CH2:40][CH2:41][CH2:42][N:43]1[CH2:47][CH2:46][CH2:45][C:44]1=[O:48].OS([O-])(=O)=O.[Na+]>CCO>[O:1]=[C:2]1[C:6]2[C:5](=[CH:10][CH:9]=[CH:8][CH:7]=2)[C:4](=[O:11])[N:3]1[CH2:12][CH2:13][N:14]1[C:23]2[C:18](=[N:19][CH:20]=[C:21]([CH2:24][C:25]3[CH:26]=[CH:27][C:28]([F:31])=[CH:29][CH:30]=3)[CH:22]=2)[C:17]([OH:32])=[C:16]([C:33]([NH:39][CH2:40][CH2:41][CH2:42][N:43]2[CH2:47][CH2:46][CH2:45][C:44]2=[O:48])=[O:34])[C:15]1=[O:38] |f:2.3|. Reported procedure: A solution of ethyl 1-[2-(1,3-dioxo-1,3-dihydro-2H-isoindol-2-yl)ethyl]-7-[(4-fluorophenyl)methyl]-4-hydroxy-2-oxo-1,2-dihydro-1,5-naphthyridine-3-carboxylate (0.025 g, 0.049 mmol) in EtOH (1 mL) under nitrogen was treated with 1-(3-aminopropyl)-2-pyrrolidinone (0.0085 mL, 0.061 mmol) for 30 min.@150° C. The reaction was further microwaved for 30 min.@150° C. after the addition of an additional equivalent (0.0085 mL) of the amine, cooled to ambient temperature, and treated with 1N NaHSO4. The re... The reactants are [O-]CC.[Na+] (Sodium ethoxide), C(C)OC(CC1=CC=C(C=C1)OCC)=O (ethyl-p-ethoxyphenylacetate), C(C)(=O)O (acetic acid), C=O (paraformaldehyde). Run in C(C)O (ethanol), CS(=O)C (dimethyl sulphoxide). Conditions: time 5 minute. Yields the product C(C)OC(C(CO)C1=CC=C(C=C1)OCC)=O (Ethyl-2-p-ethoxyphenyl-3-hydroxypropionate). As a reaction SMILES: [O-:1][CH2:2]C.[Na+].[CH2:5]([O:7][C:8](=[O:19])[CH2:9][C:10]1[CH:15]=[CH:14][C:13]([O:16][CH2:17][CH3:18])=[CH:12][CH:11]=1)[CH3:6].C=O.C(O)(=O)C>C(O)C.CS(C)=O>[CH2:5]([O:7][C:8](=[O:19])[CH:9]([C:10]1[CH:15]=[CH:14][C:13]([O:16][CH2:17][CH3:18])=[CH:12][CH:11]=1)[CH2:2][OH:1])[CH3:6] |f:0.1|. Procedure: Sodium ethoxide solution in ethanol (0.5 M, 18 ml) was added to a solution of ethyl-p-ethoxyphenylacetate (30 g) in dry dimethyl sulphoxide (180 ml) under argon cover. The mixture was stirred for 5 minutes and dry paraformaldehyde (5.4 g) added. After 19 h stirring, acetic acid (1.5 ml) was added, the solution quenched in ice and extracted with ether. The ether layer was washed with sodium bicarbonate solution and water, dried over anhydrous sodium sulphate, and the solvent evaporated. The resul... Reactants: CN1C(C)(C)CC(OC(=O)NN)CC1(C)C, CCOC(=O)C(=O)NC1CC(C)(C)NC(C)(C)C1, CO. Yields the product CN1C(C)(C)CC(OC(=O)NNC(=O)C(=O)NC2CC(C)(C)NC(C)(C)C2)CC1(C)C. RXN SMILES: [C:1]([NH:2][NH2:3])(=[O:4])[O:5][CH:6]1[CH2:7][C:8]([CH3:15])([CH3:16])[N:9]([CH3:14])[C:10]([CH3:12])([CH3:13])[CH2:11]1.[CH3:17][C:18]1([CH3:34])[NH:19][C:20]([CH3:32])([CH3:33])[CH2:21][CH:22]([NH:24][C:25]([C:26](=[O:27])[O:28][CH2:29][CH3:30])=[O:31])[CH2:23]1.[CH3:35][OH:36]>>[C:1]([NH:2][NH:3][C:26]([C:25]([NH:24][CH:22]1[CH2:21][C:20]([CH3:32])([CH3:33])[NH:19][C:18]([CH3:17])([CH3:34])[CH2:23]1)=[O:31])=[O:27])(=[O:4])[O:5][CH:6]1[CH2:7][C:8]([CH3:15])([CH3:16])[N:9]([CH3:14])[C:10]([CH3:12])([CH3:13])[CH2:11]1.